This data is from the Open Reaction Database (ORD), a public repository of structured organic reaction records. The task is: describe an organic reaction: reactants, conditions, products, and yield Starting materials: BrC1=NC=C(C=C1Cl)Cl (2-bromo-3,5-dichloropyridine), BrC(C(=O)OCC)(F)F (ethyl bromodifluoroacetate), P(=O)([O-])([O-])[O-].[K+].[K+].[K+] (potassium monophosphate). The reagents and catalysts are [Cu] (copper bronze). Solvent: CS(=O)C (dimethylsulfoxide), O (water). Reaction conditions: temperature 50 celsius, time 1 hour. Product: ClC=1C(=NC=C(C1)Cl)C(C(=O)OCC)(F)F (ethyl (3,5-dichloropyridin-2-yl)(difluoro)acetate). Yield: 86.7%. RXN SMILES: Br[C:2]1[C:7]([Cl:8])=[CH:6][C:5]([Cl:9])=[CH:4][N:3]=1.Br[C:11]([F:18])([F:17])[C:12]([O:14][CH2:15][CH3:16])=[O:13].P([O-])([O-])([O-])=O.[K+].[K+].[K+]>CS(C)=O.O.[Cu]>[Cl:8][C:7]1[C:2]([C:11]([F:18])([F:17])[C:12]([O:14][CH2:15][CH3:16])=[O:13])=[N:3][CH:4]=[C:5]([Cl:9])[CH:6]=1 |f:2.3.4.5|. Procedure details: To a solution of 56 g (0.246 mol) of 2-bromo-3,5-dichloropyridine in 500 mL of dry dimethylsulfoxide, were added 53 g (0.261 mol) of ethyl bromodifluoroacetate followed by 94 g (0.518 mol) of copper bronze (200 mesh). The beige suspension was heated at 50° C. for 5 hours. After cooling of the reaction mixture, a solution of 44 g (0.328 mol) of potassium monophosphate in 280 mL of water was added and stirred for 1 hour. The black mixture was then filtered over a cake of Supercel™, and the cake wa... Starting materials: NC(=O)c1ccc2c(=O)n(CCCCN3CC=C(c4ccccc4)CC3)c(=O)[nH]c2c1, CCO, Cl, [Na+], [OH-]. The product is O=C(O)c1ccc2c(=O)n(CCCCN3CC=C(c4ccccc4)CC3)c(=O)[nH]c2c1. As a reaction SMILES: [C:1]([NH2:2])(=[O:3])[c:4]1[cH:5][cH:6][c:7]2[c:8](=[O:31])[n:9]([CH2:15][CH2:16][CH2:17][CH2:18][N:19]3[CH2:20][CH2:21][C:22]([c:25]4[cH:26][cH:27][cH:28][cH:29][cH:30]4)=[CH:23][CH2:24]3)[c:10](=[O:14])[nH:11][c:12]2[cH:13]1.[CH3:35][CH2:36][OH:37].[ClH:34].[Na+:33].[OH-:32]>>[C:1](=[O:3])([c:4]1[cH:5][cH:6][c:7]2[c:8](=[O:31])[n:9]([CH2:15][CH2:16][CH2:17][CH2:18][N:19]3[CH2:20][CH2:21][C:22]([c:25]4[cH:26][cH:27][cH:28][cH:29][cH:30]4)=[CH:23][CH2:24]3)[c:10](=[O:14])[nH:11][c:12]2[cH:13]1)[OH:32]. Starting materials: COC=1C=C(C=C(C1CCCCCCCCCCCCCC)OC)C=CC1=CC=CC=C1 (1-(3,5-dimethoxy-4-n-tetradecanylphenyl)-2-phenylethene), B(Br)(Br)Br (BBr3). Product: C1(=CC=CC=C1)C=CC=1C=C(C(=C(C1)O)CCCCCCCCCCCCCC)O (5-(2-Phenylethenyl)-2-n-tetradecanyl-1,3-benzenediol). Reaction SMILES: C[O:2][C:3]1[CH:4]=[C:5]([CH:25]=[CH:26][C:27]2[CH:32]=[CH:31][CH:30]=[CH:29][CH:28]=2)[CH:6]=[C:7]([O:23]C)[C:8]=1[CH2:9][CH2:10][CH2:11][CH2:12][CH2:13][CH2:14][CH2:15][CH2:16][CH2:17][CH2:18][CH2:19][CH2:20][CH2:21][CH3:22].B(Br)(Br)Br>>[C:27]1([CH:26]=[CH:25][C:5]2[CH:4]=[C:3]([OH:2])[C:8]([CH2:9][CH2:10][CH2:11][CH2:12][CH2:13][CH2:14][CH2:15][CH2:16][CH2:17][CH2:18][CH2:19][CH2:20][CH2:21][CH3:22])=[C:7]([OH:23])[CH:6]=2)[CH:28]=[CH:29][CH:30]=[CH:31][CH:32]=1. Procedure details: This material was synthesized from 1-(3,5-dimethoxy-4-n-tetradecanylphenyl)-2-phenylethene and BBr3 by the same method as described in Example 6. 1HNMR (CDCl3, ppm): δ0.95 (m, 6H), 1.30 (m, 22H), 2.65 (m, 2H), 4.80 (s, 2H), 6.60 (s, 2H), 7.00 (s, 2H), 7.26 (m, 1H), 7.36 (m, 2H), 7.52 (m, 2H). Starting materials: ClCCCCC1CN(C(O1)=O)C1=CC=CC=C1 (5-(4-chlorobutyl)-3-phenyl-2-oxazolidinone), Cl.Cl.N1=C(N=CC=C1)N1CCNCC1 (1-(2-pyrimidinyl)piperazine dihydrochloride), C([O-])([O-])=O.[K+].[K+] (potassium carbonate), [I-].[K+] (potassium iodide). Solvent: C(CCC)O (n-butanol). The product is C1(=CC=CC=C1)N1C(OC(C1)CCCCN1CCN(CC1)C1=NC=CC=N1)=O (3-Phenyl-5-[4-[4-(2-pyrimidinyl)-1-piperazinyl]butyl]-2-oxazolidinone). Yield: 90.6%. As a reaction SMILES: Cl[CH2:2][CH2:3][CH2:4][CH2:5][CH:6]1[O:10][C:9](=[O:11])[N:8]([C:12]2[CH:17]=[CH:16][CH:15]=[CH:14][CH:13]=2)[CH2:7]1.Cl.Cl.[N:20]1[CH:25]=[CH:24][CH:23]=[N:22][C:21]=1[N:26]1[CH2:31][CH2:30][NH:29][CH2:28][CH2:27]1.C(=O)([O-])[O-].[K+].[K+].[I-].[K+]>C(O)CCC>[C:12]1([N:8]2[CH2:7][CH:6]([CH2:5][CH2:4][CH2:3][CH2:2][N:29]3[CH2:30][CH2:31][N:26]([C:21]4[N:20]=[CH:25][CH:24]=[CH:23][N:22]=4)[CH2:27][CH2:28]3)[O:10][C:9]2=[O:11])[CH:17]=[CH:16][CH:15]=[CH:14][CH:13]=1 |f:1.2.3,4.5.6,7.8|. Procedure: Following the procedure of Example 5, a mixture of 5-(4-chlorobutyl)-3-phenyl-2-oxazolidinone (3.0 g, 0.01186 mol), 1-(2-pyrimidinyl)piperazine dihydrochloride (2.81 g, 0.01186 mol), potassium carbonate (9.85 g, 0.0713 mol), and potassium iodide (1.0 g) in n-butanol (75 mL) gave a solid (4.1 g, 91% yield). The solid was recrystallized from isopropanol/isopropyl ether and dried under high vacuum to give 2.58 g, mp 94°-96° C. The reactants are NC(=O)N (urea), NC(=O)N (Urea), S(O)(O)(=O)=O (sulfuric acid), Ice, ClC1=NC=C(C(=N1)Cl)C(C)Br ((±)-2,4-dichloro-5-(1-bromoethyl)-pyrimidine). Run at temperature 11.5 celsius, time 30 minute. The product is C(C)C=1C(NC(NC1)=O)=O (5-ethyl uracil). As a reaction SMILES: [NH2:1][C:2]([NH2:4])=[O:3].S(=O)(=O)(O)[OH:6].ClC1N=[C:15](Cl)[C:14]([CH:18](Br)[CH3:19])=[CH:13]N=1>>[CH2:18]([C:14]1[C:13](=[O:6])[NH:1][C:2](=[O:3])[NH:4][CH:15]=1)[CH3:19]. Reported procedure: Urea (19.39 g, 0.32 mol) (J. T. Baker) was added over 20 minutes to fuming sulfuric acid (26–29.5% free SO3, 135 mL, 2.65 mol) (Aldrich) with cooling in an ice water bath maintaining the reaction temperature between 8 to 15° C. After stirring for an additional 30 minutes, ethyl 2-formylbutyrate (46.55 g, 0.32 mol) (from Example 1c, supra) was added over 18 minutes keeping the reaction at the same temperature. After stirring for another 30 minutes, a second portion of urea (15.07 g, 0.25 mol) was... Reactants: [Al+3], CC(=O)N1Cc2ccccc2C2(Cc3ccccc3O2)C1, Cl, [H-], [H-], [H-], [H-], [Li+], C1CCOC1. The product is CCN1Cc2ccccc2C2(Cc3ccccc3O2)C1, Cl. As a reaction SMILES: [Al+3:2].[C:7]([CH3:8])(=[O:9])[N:10]1[CH2:11][c:12]2[cH:13][cH:14][cH:15][cH:16][c:17]2[C:18]2([O:19][c:20]3[c:21]([cH:23][cH:24][cH:25][cH:26]3)[CH2:22]2)[CH2:27]1.[ClH:28].[H-:1].[H-:4].[H-:5].[H-:6].[Li+:3].[O:29]1[CH2:30][CH2:31][CH2:32][CH2:33]1>>[CH2:7]([CH3:8])[N:10]1[CH2:11][c:12]2[cH:13][cH:14][cH:15][cH:16][c:17]2[C:18]2([O:19][c:20]3[c:21]([cH:23][cH:24][cH:25][cH:26]3)[CH2:22]2)[CH2:27]1.[ClH:28]. The reactants are Cc1cccc2c1C(CCC(=O)O)c1ccccc1-2, O=S(Cl)Cl. Product: Cc1cccc2c1C(CCC(=O)Cl)c1ccccc1-2. Reaction SMILES: [CH3:1][c:2]1[cH:3][cH:4][cH:5][c:6]2[c:14]1[CH:13]([CH2:15][CH2:16][C:17](=[O:18])[OH:19])[c:12]1[c:7]-2[cH:8][cH:9][cH:10][cH:11]1.[S:20]([Cl:21])([Cl:22])=[O:23]>>[CH3:1][c:2]1[cH:3][cH:4][cH:5][c:6]2[c:14]1[CH:13]([CH2:15][CH2:16][C:17](=[O:19])[Cl:22])[c:12]1[c:7]-2[cH:8][cH:9][cH:10][cH:11]1. Reactants: N1(CCCC1)C1=CC=C(C=N1)C=O (6-(pyrrolidin-1-yl)-3-pyridinecarboxaldehyde), solution, FC(F)(F)[Si](C)(C)C ((trifluoromethyl)trimethylsilane), [F-].C(CCC)[N+](CCCC)(CCCC)CCCC (tetrabutylammonium fluoride). Run in O1CCCC1 (tetrahydrofuran), O1CCCC1 (tetrahydrofuran). The product is N1(CCCC1)C1=NC=C(C=C1)C(C(F)(F)F)O (2-(pyrrolidin-1-yl)-5-(2,2,2-trifluoro-1-hydroxyethyl)-pyridine). Isolated yield 93.9%. Reaction SMILES: [N:1]1([C:6]2[N:11]=[CH:10][C:9]([CH:12]=[O:13])=[CH:8][CH:7]=2)[CH2:5][CH2:4][CH2:3][CH2:2]1.[F:14][C:15]([Si](C)(C)C)([F:17])[F:16].[F-].C([N+](CCCC)(CCCC)CCCC)CCC>O1CCCC1>[N:1]1([C:6]2[CH:7]=[CH:8][C:9]([CH:12]([OH:13])[C:15]([F:17])([F:16])[F:14])=[CH:10][N:11]=2)[CH2:2][CH2:3][CH2:4][CH2:5]1 |f:2.3|. Procedure details: According to Reference Example 8-12, by use of 6-(pyrrolidin-1-yl)-3-pyridinecarboxaldehyde (173 mg, 0.982 mmol), (trifluoromethyl)trimethylsilane (174 μL, 1.18 mmol), tetrabutylammonium fluoride (a 1.0 mol/L solution in tetrahydrofuran, 98.0 μL, 0.098 mmol) and tetrahydrofuran (5.0 mL), the mixture was stirred and reacted at room temperature for 30 minutes. Then, slurry purification was performed using hexane, to give 2-(pyrrolidin-1-yl)-5-(2,2,2-trifluoro-1-hydroxyethyl)-pyridine (Compound DH)...